From a dataset of the Open Reaction Database (ORD), a public repository of structured organic reaction records. describe an organic reaction: reactants, conditions, products, and yield Reactants: Intermediate 5, [C-]#N.[K+] (potassium cyanide), ClC1=CC=C2/C(/C(NC2=C1)=O)=C(/C(=O)OC)\C#N (methyl (2Z)-(6-chloro-2-oxo-1,2-dihydro-3H-indol-3-ylidene)(cyano)acetate), ClC1=CC=C2/C(/C(NC2=C1)=O)=C(/C(=O)OC)\C#N (methyl (2Z)-(6-chloro-2-oxo-1,2-dihydro-3H-indol-3-ylidene)(cyano)acetate). Product: ClC1=CC=C2C(C(NC2=C1)=O)(C#N)C(C(=O)OC)C#N (methyl (6-chloro-3-cyano-2-oxo-2,3-dihydro-1H-indol-3-yl)(cyano)acetate). The yield is 61.0%. Reaction SMILES: [Cl:1][C:2]1[CH:10]=[C:9]2[C:5](/[C:6](=[C:12](\[C:17]#[N:18])/[C:13]([O:15][CH3:16])=[O:14])/[C:7](=[O:11])[NH:8]2)=[CH:4][CH:3]=1.[C-:19]#[N:20].[K+]>>[Cl:1][C:2]1[CH:10]=[C:9]2[C:5]([C:6]([CH:12]([C:17]#[N:18])[C:13]([O:15][CH3:16])=[O:14])([C:19]#[N:20])[C:7](=[O:11])[NH:8]2)=[CH:4][CH:3]=1 |f:1.2|. Procedure details: Following the general method as outlined for Intermediate 5, starting from methyl (2Z)-(6-chloro-2-oxo-1,2-dihydro-3H-indol-3-ylidene)(cyano)acetate (intermediate 4) and potassium cyanide, the title compound was isolated, after evaporation, as a light brown solid in 61% yield. This was a mixture of diastereomers.